Dataset: the Open Reaction Database (ORD), a public repository of structured organic reaction records. Task: describe an organic reaction: reactants, conditions, products, and yield Reactants: montmorillonite, O (water), C1(CCCCCN1)=O (ε-caprolactam), Cl[Si](C)(C)Cl (dichlorodimethylsilane), montmorillonite. Product: montmorillonite, C1(CCCCCN1)=O (ε-caprolactam), [SiH3]O (silanol). Reaction SMILES: [C:1]1(=[O:8])[NH:7][CH2:6][CH2:5][CH2:4][CH2:3][CH2:2]1.Cl[Si:10](Cl)(C)C.[OH2:14]>>[C:1]1(=[O:8])[NH:7][CH2:6][CH2:5][CH2:4][CH2:3][CH2:2]1.[SiH3:10][OH:14]. Procedure: Thirty grams of a commercially available montmorillonite powder was dispersed in one liter of water by a mixer to prepare a montmorillonite suspension. After 20 g of ε-caprolactam was added to this suspension, 50 cc of dichlorodimethylsilane was further added, thus forming an intercalated compound of montmorillonite, ε-caprolactam and silanol. The formation of the intercalated compound was confirmed through X-ray diffraction, infrared absorption spectrum and differential thermal analysis, or the...